The task is: describe an organic reaction: reactants, conditions, products, and yield. This data is from the Open Reaction Database (ORD), a public repository of structured organic reaction records. The reactants are O (water), C([O-])([O-])=O.[K+].[K+] (Potassium carbonate), OC1=CC=C(C=CC(=O)O)C=C1 (4-hydroxycinnamic acid), COC1=CC=C(CCl)C=C1 (p-methoxy benzyl chloride). Run in CN(C)C=O (DMF). Conditions: temperature 80 celsius, time 5 hour. Product: COC1=CC=C(COC2=CC=C(C=C2)/C=C/C(=O)OCC2=CC=C(C=C2)OC)C=C1 ((E)-4-Methoxybenzyl 3-(4-(4-methoxybenzyloxy)phenyl)acrylate). Yield: 194.7%. RXN SMILES: [C:1](=[O:4])([O-])[O-].[K+].[K+].[OH:7][C:8]1[CH:18]=[CH:17][C:11]([CH:12]=[CH:13][C:14]([OH:16])=[O:15])=[CH:10][CH:9]=1.[CH3:19][O:20][C:21]1[CH:28]=[CH:27][C:24]([CH2:25]Cl)=[CH:23][CH:22]=1.O>CN(C=O)C>[CH3:19][O:20][C:21]1[CH:28]=[CH:27][C:24]([CH2:25][O:7][C:8]2[CH:9]=[CH:10][C:11](/[CH:12]=[CH:13]/[C:14]([O:16][CH2:12][C:11]3[CH:17]=[CH:18][C:8]([O:4][CH3:1])=[CH:9][CH:10]=3)=[O:15])=[CH:17][CH:18]=2)=[CH:23][CH:22]=1 |f:0.1.2|. Procedure details: Potassium carbonate (21 g, 152 mmol) was added to a mixture of 4-hydroxycinnamic acid 76.1 (6.25 g, 38.1 mmol) and p-methoxy benzyl chloride (10.35 mL, 76 mmol) in DMF (100 mL). The mixture was stirred at 80° C. for five hours. After cooling, the mixture was poured into water (700 mL). The solid was collected by filtration, washed with water and dried to give 76.2 (15 g). MS ESI (pos.) m/e: 405 (M+H). 1HNMR (CDCl3) δ 7.68 (d, 1H), 7.47 (d, 2H), 7.38 (m, 4H), 6.95 (m, 6H), 6.35 (d, 1H), 5.20 (s, ... Starting materials: Cl (HCl), [N+](=O)([O-])C1=C(C=C(C=C1)F)[N+](=O)[O-] (1,2-dinitro-4-fluorobenzene), COC(=O)C=1N=CNC1 (methyl-4-imidazolecarboxylate), [H-].[Na+] (NaH). Solvent: C1CCOC1 (THF), C1(=CC=CC=C1)C (toluene). Conditions: temperature 0 celsius, time 3 hour. The product is COC(=O)C=1N=CN(C1)C1=CC(=C(C=C1)[N+](=O)[O-])[N+](=O)[O-] (1-(3,4-Dinitro-phenyl)-1H-imidazole-4-carboxylic acid methyl ester). RXN SMILES: [N+:1]([C:4]1[CH:9]=[CH:8][C:7](F)=[CH:6][C:5]=1[N+:11]([O-:13])=[O:12])([O-:3])=[O:2].[CH3:14][O:15][C:16]([C:18]1[N:19]=[CH:20][NH:21][CH:22]=1)=[O:17].[H-].[Na+].Cl>C1COCC1.C1(C)C=CC=CC=1>[CH3:14][O:15][C:16]([C:18]1[N:19]=[CH:20][N:21]([C:7]2[CH:8]=[CH:9][C:4]([N+:1]([O-:3])=[O:2])=[C:5]([N+:11]([O-:13])=[O:12])[CH:6]=2)[CH:22]=1)=[O:17] |f:2.3|. Reported procedure: To a stirred, 0° C. solution of 1,2-dinitro-4-fluorobenzene (325 mg, 1.74 mmole) and methyl-4-imidazolecarboxylate (200 mg, 1.59 mmole) in THF (5 mL) was added NaH (70 mg, 1.74 mmole) in one portion. The resulting mixture was stirred at 0° C. for 3 hours, then diluted with toluene and acidified with 6N HCl. The phases were separated and the aqueous phase washed with toluene, cooled to 0° C., and basified with conc. NH4OH. Ethyl acetate was added and the resulting mixture stirred until all solids... Reactants: C(#C)C=1C(=NOC1C)C1=CC=CC=C1 (4-ethynyl-5-methyl-3-phenyl-isoxazole), IC1=C(C=CC=C1)CC#N (2-iodo-phenylacetonitrile). Product: CC1=C(C(=NO1)C1=CC=CC=C1)C#CC1=C(C=CC=C1)CC#N ([2-(5-Methyl-3-phenyl-isoxazol-4-ylethynyl)-phenyl]-acetonitrile). The yield is 87.0%. RXN SMILES: [C:1]([C:3]1[C:4]([C:9]2[CH:14]=[CH:13][CH:12]=[CH:11][CH:10]=2)=[N:5][O:6][C:7]=1[CH3:8])#[CH:2].I[C:16]1[CH:21]=[CH:20][CH:19]=[CH:18][C:17]=1[CH2:22][C:23]#[N:24]>>[CH3:8][C:7]1[O:6][N:5]=[C:4]([C:9]2[CH:14]=[CH:13][CH:12]=[CH:11][CH:10]=2)[C:3]=1[C:1]#[C:2][C:16]1[CH:21]=[CH:20][CH:19]=[CH:18][C:17]=1[CH2:22][C:23]#[N:24]. Procedure: As described for example 11c, 4-ethynyl-5-methyl-3-phenyl-isoxazole (110 mg, 0.60 mmol) was converted (using 2-iodo-phenylacetonitrile instead of 2-chloro-4-iodopyridine) to the title compound (SiO2, heptane:ethyl acetate=100:0 to 80:20, 156 mg, 87%) which was obtained as a light brown oil. MS: m/e=375.1 [M+H]+.